This data is from the Open Reaction Database (ORD), a public repository of structured organic reaction records. The task is: describe an organic reaction: reactants, conditions, products, and yield The reactants are C(C)(C)(C)OC(=O)NCC=1N(C(C2=CC=C(C=C2C1C1=CC=CC=C1)C=1SC(=C(N1)C)C(=O)OCC)=O)CC(C)C (ethyl 2-(3-{[(tert-butoxycarbonyl)amino]methyl}-2-isobutyl-1-oxo-4-phenyl-1,2-dihydro-6-isoquinolinyl)-4-methyl-1,3-thiazole-5-carboxylate), [OH-].[Na+] (sodium hydroxide), Cl (hydrochloric acid), O (water). Solvent: O1CCCC1 (tetrahydrofuran), C(C)O (ethanol). Conditions: time 2 hour. Yields the product C(C)(C)(C)OC(=O)NCC=1N(C(C2=CC=C(C=C2C1C1=CC=CC=C1)C=1SC(=C(N1)C)C(=O)O)=O)CC(C)C (2-(3-{[(tert-butoxycarbonyl)amino]methyl}-2-isobutyl-1-oxo-4-phenyl-1,2-dihydro-6-isoquinolinyl)-4-methyl-1,3-thiazole-5-carboxylic acid). Isolated yield 92.8%. RXN SMILES: [C:1]([O:5][C:6]([NH:8][CH2:9][C:10]1[N:11]([CH2:38][CH:39]([CH3:41])[CH3:40])[C:12](=[O:37])[C:13]2[C:18]([C:19]=1[C:20]1[CH:25]=[CH:24][CH:23]=[CH:22][CH:21]=1)=[CH:17][C:16]([C:26]1[S:27][C:28]([C:32]([O:34]CC)=[O:33])=[C:29]([CH3:31])[N:30]=1)=[CH:15][CH:14]=2)=[O:7])([CH3:4])([CH3:3])[CH3:2].[OH-].[Na+].O.Cl>O1CCCC1.C(O)C>[C:1]([O:5][C:6]([NH:8][CH2:9][C:10]1[N:11]([CH2:38][CH:39]([CH3:41])[CH3:40])[C:12](=[O:37])[C:13]2[C:18]([C:19]=1[C:20]1[CH:25]=[CH:24][CH:23]=[CH:22][CH:21]=1)=[CH:17][C:16]([C:26]1[S:27][C:28]([C:32]([OH:34])=[O:33])=[C:29]([CH3:31])[N:30]=1)=[CH:15][CH:14]=2)=[O:7])([CH3:2])([CH3:4])[CH3:3] |f:1.2|. Procedure: To a solution of ethyl 2-(3-{[(tert-butoxycarbonyl)amino]methyl}-2-isobutyl-1-oxo-4-phenyl-1,2-dihydro-6-isoquinolinyl)-4-methyl-1,3-thiazole-5-carboxylate (0.69 g, 1.2 mmol) in tetrahydrofuran (10 ml) and ethanol (10 ml) was added 1N sodium hydroxide solution (3 ml). The resulting mixture was stirred at room temperature for 2 h. The reaction mixture was poured into water, acidified with 1N hydrochloric acid and extracted with ethyl acetate. The extract was washed with brine, dried over anhydrou...